From a dataset of the Open Reaction Database (ORD), a public repository of structured organic reaction records. describe an organic reaction: reactants, conditions, products, and yield Starting materials: BrC=1C=CC(=NC1C)N (5-Bromo-2-amino-6-picoline), BrBr (bromine), [OH-].[Na+] (sodium hydroxide), Br.BrC=1C=CC(=NC1C)N (5-bromo-2-amino-6-picoline hydrobromide), starting material, Br (hydrobromic acid), N(=O)[O-].[Na+] (sodium nitrite). The solvent is O (water). Reaction conditions: temperature 2 celsius, time 1 hour. The product is BrC1=NC(=C(C=C1)Br)C (2,5-dibromo-6-picoline). The yield is 183.1%. Reaction SMILES: [Br:1][C:2]1[CH:3]=[CH:4][C:5](N)=[N:6][C:7]=1[CH3:8].Br.[Br:11]C1C=CC(N)=NC=1C.Br.BrBr.N([O-])=O.[Na+].[OH-].[Na+]>O>[Br:11][C:5]1[CH:4]=[CH:3][C:2]([Br:1])=[C:7]([CH3:8])[N:6]=1 |f:1.2,5.6,7.8|. Procedure: 5-Bromo-2-amino-6-picoline (7.0 kg) and 5-bromo-2-amino-6-picoline hydrobromide (7.0 kg) (based on the starting material analyses, this was equal to 11 kg or 41 mol of starting material) are dissolved into 48% hydrobromic acid (107.0 kg, 635 mol, 15.49 eq) at <35° C. The solution was cooled to 2° C. and bromine (27.3 kg, 171 mol, 4.17 eq) was charged over 45 min at 0–5° C. A solution of sodium nitrite (8.1 kg, 117 mol, 2.86 eq) in 20 L of water was charged over 1.5 hours at −1 to 5° C. The conte...